Dataset: the Open Reaction Database (ORD), a public repository of structured organic reaction records. Task: describe an organic reaction: reactants, conditions, products, and yield Starting materials: C1(=CC=CC=C1)C#C (phenylacetylene), IC=1N=CN2C1CN(CC1=C2S(C=C1)=O)C (5,6-dihydro-7-iodo-5-methyl-4H-imidazo[1,5-a]thieno[3,2-f][1,4]diazepine-one). Reagents/catalysts: Cl[Pd]([P](C1=CC=CC=C1)(C2=CC=CC=C2)C3=CC=CC=C3)([P](C4=CC=CC=C4)(C5=CC=CC=C5)C6=CC=CC=C6)Cl (bis-(triphenylphosphine)-palladium(II) chloride), [Cu]I (copper(I) iodide). The solvent is C(C)NCC (diethylamine), CN(C=O)C (dimethylformamide). Reaction conditions: time 2 hour. The product is CN1CC=2N(C3=C(C1)C=CS3)C=NC2C#CC2=CC=CC=C2 (5,6-dihydro-5-methyl-7-(phenylethynyl)-4H-imidazo[1,5-a]thieno[3,2-f][1,4]diazepine). As a reaction SMILES: I[C:2]1[N:3]=[CH:4][N:5]2[C:11]3[S:12](=O)[CH:13]=[CH:14][C:10]=3[CH2:9][N:8]([CH3:16])[CH2:7][C:6]=12.[C:17]1([C:23]#[CH:24])[CH:22]=[CH:21][CH:20]=[CH:19][CH:18]=1>C(NCC)C.CN(C)C=O.Cl[Pd](Cl)([P](C1C=CC=CC=1)(C1C=CC=CC=1)C1C=CC=CC=1)[P](C1C=CC=CC=1)(C1C=CC=CC=1)C1C=CC=CC=1.[Cu]I>[CH3:16][N:8]1[CH2:9][C:10]2[CH:14]=[CH:13][S:12][C:11]=2[N:5]2[CH:4]=[N:3][C:2]([C:24]#[C:23][C:17]3[CH:22]=[CH:21][CH:20]=[CH:19][CH:18]=3)=[C:6]2[CH2:7]1 |^1:37,56|. Procedure: 5.1 g of 5,6-dihydro-7-iodo-5-methyl-4H-imidazo[1,5-a]thieno[3,2-f][1,4]diazepine-one (prepared in accordance with Example 73) was dissolved in 47 ml of diethylamine and 20 ml of dimethylformamide. 1.75 ml of phenylacetylene, 105 mg of bis-(triphenylphosphine)-palladium(II) chloride and 17 mg of copper(I) iodide were then added. The mixture was stirred at room temperature for 2 hours and then concentrated in a vacuum. The residue was diluted with 200 ml of dichloromethane and washed twice with w... Starting materials: CC(=O)O, CCO, O=Cc1cccc2[nH]ccc12, NNc1cc(N2CCOCC2)n2nc(-c3ccccc3)cc2n1. Product: C(=NNc1cc(N2CCOCC2)n2nc(-c3ccccc3)cc2n1)c1cccc2[nH]ccc12. RXN SMILES: [CH3:35][C:36](=[O:37])[OH:38].[CH3:39][CH2:40][OH:41].[CH:24](=[O:25])[c:26]1[c:27]2[cH:28][cH:29][nH:30][c:31]2[cH:32][cH:33][cH:34]1.[O:1]1[CH2:2][CH2:3][N:4]([c:7]2[cH:8][c:9]([NH:22][NH2:23])[n:10][c:11]3[n:12]2[n:13][c:14](-[c:16]2[cH:17][cH:18][cH:19][cH:20][cH:21]2)[cH:15]3)[CH2:5][CH2:6]1>>[O:1]1[CH2:2][CH2:3][N:4]([c:7]2[cH:8][c:9]([NH:22][N:23]=[CH:24][c:26]3[c:27]4[cH:28][cH:29][nH:30][c:31]4[cH:32][cH:33][cH:34]3)[n:10][c:11]3[n:12]2[n:13][c:14](-[c:16]2[cH:17][cH:18][cH:19][cH:20][cH:21]2)[cH:15]3)[CH2:5][CH2:6]1. Starting materials: C(C)(C)(C)OC(=O)N1CCN(CC1)C(CN1N=C(N=C1C1=CC=C(C=C1)F)C1=CC=C(C=C1)F)=O (4-(2-(3,5-bis-(4-fluoro-phenyl)-(1,2,4)triazol-1-yl)-acetyl)-piperazine-1-carboxylic acid tert-butyl ester), FC(C(=O)O)(F)F (trifluoracetic acid). Run in ClCCl (dichlormethane). Reaction conditions: time 24 hour. Yields the product FC1=CC=C(C=C1)C1=NN(C(=N1)C1=CC=C(C=C1)F)CC(=O)N1CCNCC1 (2-(3,5-bis-(4-Fluoro-phenyl)-(1,2,4)triazol-1-yl)-1-piperazin-1-yl-ethanone). Yield: 93.6%. RXN SMILES: C(OC([N:8]1[CH2:13][CH2:12][N:11]([C:14](=[O:35])[CH2:15][N:16]2[C:20]([C:21]3[CH:26]=[CH:25][C:24]([F:27])=[CH:23][CH:22]=3)=[N:19][C:18]([C:28]3[CH:33]=[CH:32][C:31]([F:34])=[CH:30][CH:29]=3)=[N:17]2)[CH2:10][CH2:9]1)=O)(C)(C)C.FC(F)(F)C(O)=O>ClCCl>[F:34][C:31]1[CH:30]=[CH:29][C:28]([C:18]2[N:19]=[C:20]([C:21]3[CH:22]=[CH:23][C:24]([F:27])=[CH:25][CH:26]=3)[N:16]([CH2:15][C:14]([N:11]3[CH2:10][CH2:9][NH:8][CH2:13][CH2:12]3)=[O:35])[N:17]=2)=[CH:33][CH:32]=1. Procedure: 3.1 g 4-(2-(3,5-bis-(4-fluoro-phenyl)-(1,2,4)triazol-1-yl)-acetyl)-piperazine-1-carboxylic acid tert-butyl ester was dissolved in 20 mL dichlormethane and 20 mL trifluoracetic acid was added. The reaction was stirred for 24 h at RT and the solvent was evaporated. Potassium carbonate solution (10%) was added to the residue, the precipate was filtered and crystallized from a mixture of acetonitrile and isopropylether to yield 2.3 g of the desired compound. (M+H)+: 384 The reactants are F[C@@]1([C@@H]2CCC([C@H]12)=O)C(=O)OCC (ethyl (1R,5R,6R)-6-fluoro-2-oxo-bicyclo[3.1.0]hexane-6-carboxylate), O1CCCC1 (tetrahydrofuran), C1=CC=C(C=C1)N(S(=O)(=O)C(F)(F)F)S(=O)(=O)C(F)(F)F (N-phenyl-bis(trifluoromethanesulfonimide)), O1CCCC1 (tetrahydrofuran), O1CCCC1 (tetrahydrofuran), C(CCC)[Li] (butyl lithium), C(C)(C)NC(C)C (diisopropylamine). The solvent is CCCCCC (hexane). Run at temperature 0 celsius, time 15 minute. The product is C(C)OC(=O)[C@]1([C@@H]2CC=C([C@H]12)C(=O)OCC1=CC=CC=C1)F ((1R,5R,6R)-6-fluoro-bicyclo[3.1.0]hex-2-ene-2,6-dicarboxylic acid 2-benzyl ester 6-ethyl ester). As a reaction SMILES: [CH2:1]([Li])[CH2:2][CH2:3]C.C(N[CH:10]([CH3:12])[CH3:11])(C)C.[F:13][C@@:14]1([C:21]([O:23][CH2:24][CH3:25])=[O:22])[C@@H:19]2[C@H:15]1[CH2:16][CH2:17][C:18]2=O.C1C=CC(N(S(C(F)(F)F)(=O)=O)S(C(F)(F)F)(=O)=[O:34])=CC=1.[O:47]1[CH2:51]CC[CH2:48]1>CCCCCC>[CH2:24]([O:23][C:21]([C@:14]1([F:13])[C@@H:19]2[C@H:15]1[CH2:16][CH:17]=[C:18]2[C:48]([O:47][CH2:51][C:11]1[CH:10]=[CH:12][CH:3]=[CH:2][CH:1]=1)=[O:34])=[O:22])[CH3:25]. Procedure details: A 2.47 M hexane solution of butyl lithium in an amount of 28.8 mL was added to a solution of 7.83 g of diisopropylamine dissolved in 84 mL of tetrahydrofuran, which was cooled to 0° C. The solution was stirred for 15 minutes, followed by cooling to −62° C. Subsequently, a solution of 12.0 g of ethyl (1R,5R,6R)-6-fluoro-2-oxo-bicyclo[3.1.0]hexane-6-carboxylate dissolved in 40 mL of tetrahydrofuran was added dropwise thereto, while being maintained at −62 to −58° C. One hour later, a solution of 2... The reactants are C(C)OP(OCC)(=O)C=C1C2=C(N(CCN1)C)C=CC=C2 ((1-methyl-1,2,3,4-tetrahydrobenzo[e][1,4]diazepin-5-ylidenemethyl)phosphonic acid diethyl ester), C(CN)N (ethylenediamine), FC1=C(C(=O)O)C=CC=C1Cl (2-fluoro-3-chlorobenzoic acid), CNCCN (N-methylethylenediamine). Product: C(C)OP(OCC)(=O)C=C1C2=C(NCCN1)C(=CC=C2)Cl ((9-chloro-1,2,3,4-tetrahydrobenzo[e][1,4]diazepin-5-ylidenemethyl)phosphonic acid diethyl ester). As a reaction SMILES: [CH2:1]([O:3][P:4]([CH:9]=[C:10]1[NH:16][CH2:15][CH2:14][N:13](C)[C:12]2[CH:18]=[CH:19][CH:20]=[CH:21][C:11]1=2)(=[O:8])[O:5][CH2:6][CH3:7])[CH3:2].FC1C([Cl:32])=CC=CC=1C(O)=O.CNCCN.C(N)CN>>[CH2:1]([O:3][P:4]([CH:9]=[C:10]1[NH:16][CH2:15][CH2:14][NH:13][C:12]2[C:18]([Cl:32])=[CH:19][CH:20]=[CH:21][C:11]1=2)(=[O:8])[O:5][CH2:6][CH3:7])[CH3:2]. Procedure details: (9-chloro-1,2,3,4-tetrahydrobenzo[e][1,4]diazepin-5-ylidenemethyl)phosphonic acid diethyl ester was prepared in an analogous fashion to (1-methyl-1,2,3,4-tetrahydrobenzo[e][1,4]diazepin-5-ylidenemethyl)phosphonic acid diethyl ester, prepared in Example 1, by replacing 2-fluorobenzoic acid with 2-fluoro-3-chlorobenzoic acid and N-methylethylenediamine with ethylenediamine. Reactants: NC[C@H]1N(CCC[C@H]1C)C(=O)C1=C(C=CC(=C1)C)N1N=C(N=C1)C(F)(F)F (((2S,3R)-2-(aminomethyl)-3-methylpiperidin-1-yl)(5-methyl-2-(3-(trifluoromethyl)-1H-1,2,4-triazol-1-yl)phenyl)methanone), FC1=CC=C(C=C1)C=1C(=NC(=CC1)C)C(=O)O (3-(4-fluorophenyl)-6-methylpicolinic acid). The product is NC[C@H]1N(CCC[C@H]1C)C(=O)C1=NC(=CC=C1C1=CC=C(C=C1)F)C (((2S,3R)-2-(Aminomethyl)-3-methylpiperidin-1-yl)(3-(4-fluorophenyl)-6-methylpyridin-2-yl)methanone). RXN SMILES: [NH2:1][CH2:2][C@@H:3]1[C@H:8]([CH3:9])[CH2:7][CH2:6][CH2:5][N:4]1C(C1C=C(C)C=CC=1N1C=NC(C(F)(F)F)=N1)=O.[F:28][C:29]1[CH:34]=[CH:33][C:32]([C:35]2[C:36]([C:42]([OH:44])=O)=[N:37][C:38]([CH3:41])=[CH:39][CH:40]=2)=[CH:31][CH:30]=1>>[NH2:1][CH2:2][C@@H:3]1[C@H:8]([CH3:9])[CH2:7][CH2:6][CH2:5][N:4]1[C:42]([C:36]1[C:35]([C:32]2[CH:31]=[CH:30][C:29]([F:28])=[CH:34][CH:33]=2)=[CH:40][CH:39]=[C:38]([CH3:41])[N:37]=1)=[O:44]. Procedure details: The title compound was synthesized following the same general protocol as described for ((2S,3R)-2-(aminomethyl)-3-methylpiperidin-1-yl)(5-methyl-2-(3-(trifluoromethyl)-1H-1,2,4-triazol-1-yl)phenyl)methanone in Example A51, starting from 3-(4-fluorophenyl)-6-methylpicolinic acid. ESI-MS (m/z): 342 [M+1]+. Reactants: Cc1nc2ccccc2n1-c1nc(N2CCOCC2)c2nc(CBr)n(C)c2n1, CNC1CCN(C)CC1. The product is Cc1nc2ccccc2n1-c1nc(N2CCOCC2)c2nc(CN(C)C3CCN(C)CC3)n(C)c2n1. Reaction SMILES: [Br:1][CH2:2][c:3]1[n:4]([CH3:28])[c:5]2[n:6][c:7](-[n:18]3[c:19]([CH3:27])[n:20][c:21]4[c:22]3[cH:23][cH:24][cH:25][cH:26]4)[n:8][c:9]([N:12]3[CH2:13][CH2:14][O:15][CH2:16][CH2:17]3)[c:10]2[n:11]1.[CH3:29][NH:30][CH:31]1[CH2:32][CH2:33][N:34]([CH3:37])[CH2:35][CH2:36]1>>[CH2:2]([c:3]1[n:4]([CH3:28])[c:5]2[n:6][c:7](-[n:18]3[c:19]([CH3:27])[n:20][c:21]4[c:22]3[cH:23][cH:24][cH:25][cH:26]4)[n:8][c:9]([N:12]3[CH2:13][CH2:14][O:15][CH2:16][CH2:17]3)[c:10]2[n:11]1)[N:30]([CH3:29])[CH:31]1[CH2:32][CH2:33][N:34]([CH3:37])[CH2:35][CH2:36]1. The reactants are Clc1ccc(Br)cn1, CC(C)(C)OC(=O)N1CC2CNCC2C1, Cc1ccccc1, O=C(C=Cc1ccccc1)C=Cc1ccccc1, O=C(C=Cc1ccccc1)C=Cc1ccccc1, O=C(C=Cc1ccccc1)C=Cc1ccccc1, [Pd], [Pd], c1ccc(P(c2ccccc2)c2ccc3ccccc3c2-c2c(P(c3ccccc3)c3ccccc3)ccc3ccccc23)cc1. The product is CC(C)(C)OC(=O)N1CC2CN(c3ccc(Cl)nc3)CC2C1. RXN SMILES: [Br:16][c:17]1[cH:18][cH:19][c:20]([Cl:23])[n:21][cH:22]1.[C:1]([CH3:2])([CH3:3])([CH3:4])[O:5][C:6](=[O:7])[N:8]1[CH2:9][CH:10]2[CH2:11][NH:12][CH2:13][CH:14]2[CH2:15]1.[CH3:70][c:71]1[cH:72][cH:73][cH:74][cH:75][cH:76]1.[O:115]=[C:116]([CH:117]=[CH:118][c:119]1[cH:120][cH:121][cH:122][cH:123][cH:124]1)[CH:125]=[CH:126][c:127]1[cH:128][cH:129][cH:130][cH:131][cH:132]1.[O:79]=[C:80]([CH:81]=[CH:82][c:83]1[cH:84][cH:85][cH:86][cH:87][cH:88]1)[CH:89]=[CH:90][c:91]1[cH:92][cH:93][cH:94][cH:95][cH:96]1.[O:97]=[C:98]([CH:99]=[CH:100][c:101]1[cH:102][cH:103][cH:104][cH:105][cH:106]1)[CH:107]=[CH:108][c:109]1[cH:110][cH:111][cH:112][cH:113][cH:114]1.[Pd:77].[Pd:78].[c:24]1([P:25]([c:26]2[cH:27][cH:28][cH:29][cH:30][cH:31]2)[c:32]2[cH:33][cH:34][c:35]3[c:36]([cH:37][cH:38][cH:39][cH:40]3)[c:41]2-[c:42]2[c:43]3[c:44]([cH:45][cH:46][cH:47][cH:48]3)[cH:49][cH:50][c:51]2[P:52]([c:53]2[cH:54][cH:55][cH:56][cH:57][cH:58]2)[c:59]2[cH:60][cH:61][cH:62][cH:63][cH:64]2)[cH:65][cH:66][cH:67][cH:68][cH:69]1>>[C:1]([CH3:2])([CH3:3])([CH3:4])[O:5][C:6](=[O:7])[N:8]1[CH2:9][CH:10]2[CH2:11][N:12]([c:17]3[cH:18][cH:19][c:20]([Cl:23])[n:21][cH:22]3)[CH2:13][CH:14]2[CH2:15]1.